This data is from the Open Reaction Database (ORD), a public repository of structured organic reaction records. The task is: describe an organic reaction: reactants, conditions, products, and yield The reactants are COC(N(C)C1=C(C=CC(=C1)OCCOCC1=CC=CC=C1)[N+](=O)[O-])=O ([5-(2-benzyloxy-ethoxy)-2-nitro-phenyl]-methyl-carbamic acid methyl ester). Reagents/catalysts: [Ni] (Ni). Solvent: CO (methanol), O1CCCC1 (tetrahydofuran). Yields the product C(C1=CC=CC=C1)OCCOC=1C=CC2=C(N(C(N2)=O)C)C1 (6-(2-benzyloxy-ethoxy)-1-methyl-1,3-dihydro-benzoimidazol-2-one). The yield is 97.4%. Reaction SMILES: C[O:2][C:3](=O)[N:4]([C:6]1[CH:11]=[C:10]([O:12][CH2:13][CH2:14][O:15][CH2:16][C:17]2[CH:22]=[CH:21][CH:20]=[CH:19][CH:18]=2)[CH:9]=[CH:8][C:7]=1[N+:23]([O-])=O)[CH3:5]>CO.O1CCCC1.[Ni]>[CH2:16]([O:15][CH2:14][CH2:13][O:12][C:10]1[CH:9]=[CH:8][C:7]2[NH:23][C:3](=[O:2])[N:4]([CH3:5])[C:6]=2[CH:11]=1)[C:17]1[CH:22]=[CH:21][CH:20]=[CH:19][CH:18]=1. Procedure details: To a solution of [5-(2-benzyloxy-ethoxy)-2-nitro-phenyl]-methyl-carbamic acid methyl ester (0.93 g, 2.58 mmol) in methanol (50 ml) and tetrahydofuran (50 ml) was added Raney Ni and the mixture was stirred under a hydrogen atmosphere (1 atm) until all starting material was consumed as indicated by TLC. The catalyst was filtered, washed generously with tetrahydofuran, and the filtrate evaporated. The residue was washed with anhydrous tetrahydofuran and evaporated (2×15 ml). The oil was dissolved i...